Task: describe an organic reaction: reactants, conditions, products, and yield. Dataset: the Open Reaction Database (ORD), a public repository of structured organic reaction records The reactants are COc1cc2c(cc1OC)C(=O)CC2, N#C[Na]. Product: COc1cc2c(cc1O)CCC2=O. As a reaction SMILES: [CH3:1][O:2][c:3]1[cH:4][c:5]2[c:9]([cH:10][c:11]1[O:12][CH3:13])[C:8](=[O:14])[CH2:7][CH2:6]2.[Na:15][C:16]#[N:17]>>[OH:2][c:3]1[cH:4][c:5]2[c:9]([cH:10][c:11]1[O:12][CH3:13])[C:8](=[O:14])[CH2:7][CH2:6]2. Reactants: CC([O-])C.[Na+] (sodium isopropoxide), sodium n-propoxide, [Na] (sodium), C[O-].[Na+] (sodium methoxide), [O-]CC.[Na+] (sodium ethoxide), sodium n-butoxide. The product is [O-]CCCC (butoxide), CC(C)([O-])C.[Na+] (sodium t-butoxide). RXN SMILES: C[O-].[Na+:3].[O-:4][CH2:5][CH3:6].[Na+].[CH3:8][CH:9]([CH3:11])[O-:10].[Na+].[Na]>>[O-:4][CH2:5][CH2:6][CH2:8][CH3:9].[CH3:8][C:9]([CH3:5])([O-:10])[CH3:11].[Na+:3] |f:0.1,2.3,4.5,8.9,^1:12|. Reported procedure: Employing the procedure substantially as described in Example 1, Step E, but substituting for the sodium methoxide used therein, an equimolecular amount of sodium ethoxide, sodium n-propoxide, sodium isopropoxide, sodium n-butoxide, sodium sec.-butoxide, or sodium t-butoxide, there is produced respectively (-)-3-ethoxycyproheptadine, (-)-3-n-propoxycyproheptadine, (-)-3-isopropoxycyproheptadine, (-)-3-n-butoxycyproheptadine, (-)-3-sec.-butoxycyproheptadine, or (-)-3-t-butoxycyproheptadine. The reactants are C(=O)C1(CCC(CC1)=O)C1=CC=CC=C1 (4-formyl-4-phenyl cyclohexanone), [OH-].[K+] (potassium hydroxide), ethylene ketal, C(=O)C1(CCC(CC1)=O)C1=CC=CC=C1 (4-formyl-4-phenylcyclohexanone), O.NN (hydrazine hydrate). The solvent is C(CO)O (ethylene glycol). Conditions: time 5 hour. Product: CC1(CCC(CC1)=O)C1=CC=CC=C1 (4-methyl-4-phenylcyclohexanone). Yield: 67.0%. Reaction SMILES: [CH:1]([C:3]1([C:10]2[CH:15]=[CH:14][CH:13]=[CH:12][CH:11]=2)[CH2:8][CH2:7][C:6](=[O:9])[CH2:5][CH2:4]1)=O.O.NN.[OH-].[K+]>C(O)CO>[CH3:1][C:3]1([C:10]2[CH:11]=[CH:12][CH:13]=[CH:14][CH:15]=2)[CH2:4][CH2:5][C:6](=[O:9])[CH2:7][CH2:8]1 |f:1.2,3.4|. Procedure: A mixture of 9.3 g. (0.038 mole) of 4-formyl-4-phenyl cyclohexanone, ethylene ketal (prepared in Example 30), 5 ml. of hydrazine hydrate and 6.4 g. of potassium hydroxide in 120 ml. of ethylene glycol is heated at reflux for about 1 hour. The solvent is then allowed to distill until the pot temperature comes to about 200°C. After about 5 hours the mixture is allowed to cool and then diluted with water and brine and evaporated to dryness. The residue is chromatographed on 750 ml. of Florisil (mag...